Dataset: the Open Reaction Database (ORD), a public repository of structured organic reaction records. Task: describe an organic reaction: reactants, conditions, products, and yield The reactants are NC1=C(C=C(C=C1)Br)C(=O)C1=CC=CC=C1 ((2-Amino-5-bromo-phenyl)-phenyl-methanone), CC(CC(CC(C)=O)=O)C (6-methyl-2,4-heptanedione), ( M ). The product is BrC=1C=C2C(=C(C(=NC2=CC1)C)C(CC(C)C)=O)C1=CC=CC=C1 (1-(6-Bromo-2-methyl-4-phenyl-quinolin-3-yl)-3-methyl-butan-1-one). The yield is 55.0%. As a reaction SMILES: [NH2:1][C:2]1[CH:7]=[CH:6][C:5]([Br:8])=[CH:4][C:3]=1[C:9]([C:11]1[CH:16]=[CH:15][CH:14]=[CH:13][CH:12]=1)=O.[CH3:17][CH:18]([CH3:26])[CH2:19][C:20](=[O:25])[CH2:21][C:22](=O)[CH3:23]>>[Br:8][C:5]1[CH:4]=[C:3]2[C:2](=[CH:7][CH:6]=1)[N:1]=[C:22]([CH3:23])[C:21]([C:20](=[O:25])[CH2:19][CH:18]([CH3:26])[CH3:17])=[C:9]2[C:11]1[CH:16]=[CH:15][CH:14]=[CH:13][CH:12]=1. Procedure details: The title compound was prepared from (2-Amino-5-bromo-phenyl)-phenyl-methanone [example A16] and 6-methyl-2,4-heptanedione according to the procedure of example 1. Yield: 55%. MS: m/z=381 (M). Starting materials: CC1(C)CCC(=O)c2cc(Br)ccc21, C[O-], CO, CCOC=O, Cl, [H-], [Na+], [Na+], c1ccccc1. Yields the product CC1(C)CC(C=O)C(=O)c2cc(Br)ccc21. Reaction SMILES: [Br:1][c:2]1[cH:3][cH:4][c:5]2[c:10]([cH:11]1)[C:9](=[O:12])[CH2:8][CH2:7][C:6]2([CH3:13])[CH3:14].[CH3:17][O-:18].[CH3:32][OH:33].[CH:20](=[O:21])[O:22][CH2:23][CH3:24].[ClH:25].[H-:15].[Na+:16].[Na+:19].[cH:26]1[cH:27][cH:28][cH:29][cH:30][cH:31]1>>[Br:1][c:2]1[cH:3][cH:4][c:5]2[c:10]([cH:11]1)[C:9](=[O:12])[CH:8]([CH:20]=[O:21])[CH2:7][C:6]2([CH3:13])[CH3:14]. The reactants are Cl.N[C@@H]1CC[C@H](CC1)O (trans-4-amino-cyclohexanol hydrochloride), C([O-])(O)=O.[Na+] (sodium bicarbonate), NC1=NC(=NC=C1C(=O)C1=C(C=CC(=C1)F)OC)S(=O)(=O)CC ((4-amino-2-ethanesulfonyl-pyrimidin-5-yl)-(5-fluoro-2-methoxy-phenyl)-methanone), O (water). The solvent is CN(C=O)C (dimethylformamide). Run at temperature 90 celsius, time 1 hour. Product: NC1=NC(=NC=C1C(=O)C1=C(C=CC(=C1)F)OC)NC1CCC(CC1)O ([4-Amino-2-(4-hydroxy-cyclohexylamino)-pyrimidin-5-yl]-(5-fluoro-2-methoxy-phenyl)-methanone). RXN SMILES: Cl.[NH2:2][C@H:3]1[CH2:8][CH2:7][C@H:6]([OH:9])[CH2:5][CH2:4]1.C(=O)(O)[O-].[Na+].[NH2:15][C:16]1[C:21]([C:22]([C:24]2[CH:29]=[C:28]([F:30])[CH:27]=[CH:26][C:25]=2[O:31][CH3:32])=[O:23])=[CH:20][N:19]=[C:18](S(CC)(=O)=O)[N:17]=1.O>CN(C)C=O>[NH2:15][C:16]1[C:21]([C:22]([C:24]2[CH:29]=[C:28]([F:30])[CH:27]=[CH:26][C:25]=2[O:31][CH3:32])=[O:23])=[CH:20][N:19]=[C:18]([NH:2][CH:3]2[CH2:8][CH2:7][CH:6]([OH:9])[CH2:5][CH2:4]2)[N:17]=1 |f:0.1,2.3|. Procedure details: To a stirred solution of trans-4-amino-cyclohexanol hydrochloride (108 mg, 0.71 mmol, Aldrich) in dimethylformamide, were added sodium bicarbonate(98 mg, 0.92 mmol) and (4-amino-2-ethanesulfonyl-pyrimidin-5-yl)-(5-fluoro-2-methoxy-phenyl)-methanone (201 mg, 0.59 mmol, Example 48) and the mixture was stirred at 90° C. for 1 hour. The mixture was poured into water and extracted with ethyl acetate. The extracts were dried with sodium sulfate and concentrated. The residue was chromatographed (2.5% m... The reactants are N=C(NC(=O)OCc1ccccc1)N(CC1CCC(C(=O)O)CC1)C(=O)OCc1ccccc1, CN(C)C=O, ClCCl, O=S(Cl)Cl. The product is N=C(NC(=O)OCc1ccccc1)N(CC1CCC(C(=O)Cl)CC1)C(=O)OCc1ccccc1. RXN SMILES: [CH2:1]([c:2]1[cH:3][cH:4][cH:5][cH:6][cH:7]1)[O:8][C:9](=[O:10])[N:11]([C:12](=[NH:13])[NH:14][C:15](=[O:16])[O:17][CH2:18][c:19]1[cH:20][cH:21][cH:22][cH:23][cH:24]1)[CH2:25][CH:26]1[CH2:27][CH2:28][CH:29]([C:32](=[O:33])[OH:34])[CH2:30][CH2:31]1.[CH3:39][N:40]([CH3:41])[CH:42]=[O:43].[Cl:44][CH2:45][Cl:46].[S:35]([Cl:36])([Cl:37])=[O:38]>>[CH2:1]([c:2]1[cH:3][cH:4][cH:5][cH:6][cH:7]1)[O:8][C:9](=[O:10])[N:11]([C:12](=[NH:13])[NH:14][C:15](=[O:16])[O:17][CH2:18][c:19]1[cH:20][cH:21][cH:22][cH:23][cH:24]1)[CH2:25][CH:26]1[CH2:27][CH2:28][CH:29]([C:32](=[O:34])[Cl:37])[CH2:30][CH2:31]1. Reactants: FC(C(=O)O)(F)F.C1(=CC=CC=C1)C(C)N1C2C(CC1)CN(C2)C=2C1=C(N=C(N2)N)C2=C(S1)CCCC2 (4-[1-(1-phenyl-ethyl)-hexahydro-pyrrolo[3,4-b]pyrrol-5-yl]-6,7,8,9-tetrahydro-benzo[4,5]thieno[3,2-d]pyrimidin-2-ylamine trifluoroacetate). The reagents and catalysts are [OH-].[OH-].[Pd+2] (Pd(OH)2/C). Run in CCO (EtOH). Run at time 36 hour. Yields the product N1[C@@H]2[C@H](CC1)CN(C2)C=2C1=C(N=C(N2)N)C2=C(S1)CCCC2 (4-[(3aR,6aR)-Hexahydropyrrolo[3,4-b]pyrrol-5(1H)-yl]-6,7,8,9-tetrahydro[1]benzothieno[3,2-d]pyrimidin-2-amine). Isolated yield 95.1%. RXN SMILES: FC(F)(F)C(O)=O.C1(C([N:16]2[CH2:20][CH2:19][CH:18]3[CH2:21][N:22]([C:24]4[C:25]5[S:33][C:32]6[CH2:34][CH2:35][CH2:36][CH2:37][C:31]=6[C:26]=5[N:27]=[C:28]([NH2:30])[N:29]=4)[CH2:23][CH:17]23)C)C=CC=CC=1>[OH-].[OH-].[Pd+2].CCO>[NH:16]1[CH2:20][CH2:19][C@@H:18]2[CH2:21][N:22]([C:24]3[C:25]4[S:33][C:32]5[CH2:34][CH2:35][CH2:36][CH2:37][C:31]=5[C:26]=4[N:27]=[C:28]([NH2:30])[N:29]=3)[CH2:23][C@H:17]12 |f:0.1,2.3.4|. Procedure details: A 90 mL parr shaker was charged with 4-[1-(1-phenyl-ethyl)-hexahydro-pyrrolo[3,4-b]pyrrol-5-yl]-6,7,8,9-tetrahydro-benzo[4,5]thieno[3,2-d]pyrimidin-2-ylamine trifluoroacetate (synthesized by route described in Example 2, Steps A-E; 0.20 g, 0.4 mmol), Pd(OH)2/C (30% by weight, 0.06 g) and EtOH (3.7 mL). The mixture was submitted to 60 psi H2 with shaking for 36 h. The reaction mixture was filtered through a pad of diatomaceous earth and concentrated to afford the desired compound (0.12 g). MS: 31... Starting materials: [H-].[Al+3].[Li+].[H-].[H-].[H-] (Lithium aluminum hydride), C(=O)(OC(C)(C)C)NCC1=CC=C(C=C1)CN (N-mono(Boc)-p-xylylenediamine). Run in O1CCCC1 (tetrahydrofuran). Reaction conditions: temperature 23 celsius, time 2 hour. The product is CNCC1=CC=C(C=C1)CN (N-mono(methyl)-p-xylylenediamine). As a reaction SMILES: [H-].[Al+3].[Li+].[H-].[H-].[H-].[C:7]([NH:14][CH2:15][C:16]1[CH:21]=[CH:20][C:19]([CH2:22][NH2:23])=[CH:18][CH:17]=1)(OC(C)(C)C)=O>O1CCCC1>[CH3:7][NH:14][CH2:15][C:16]1[CH:21]=[CH:20][C:19]([CH2:22][NH2:23])=[CH:18][CH:17]=1 |f:0.1.2.3.4.5|. Reported procedure: Lithium aluminum hydride (1.8 g, 44.5 mmol, 3.5 equiv) was added portionwise to a solution of N-mono(Boc)-p-xylylenediamine in tetrahydrofuran (100 mL) at 0° C. Gas evolution was observed. The grey suspension was stirred at 23° C. for 2 h, by which time gas evolution had ceased. The reaction mixture was refluxed for 16 h, then carefully quenched at 0° C. by the dropwise addition of water (1.8 mL). Gas evolution was seen. 15% Aqueous sodium hydroxide (1.8 mL) and water (5.4 mL) was added dropwise... The reactants are C(C)(C)(C)N1N=C2C=CC3(CCN(CC3)C(=O)OCC3=CC=CC=C3)CC2=C1 (Benzyl 2-tert-butyl-2,4-dihydrospiro[indazole-5,4′-piperidine]-1′-carboxylate), CO.O1CCCC1 (methanol tetrahydrofuran), BrN1C(CCC1=O)=O (N-bromosuccinimide). Reaction conditions: time 30 minute. Yields the product BrC1C(C2=NN(C=C2CC12CCN(CC2)C(=O)OCC2=CC=CC=C2)C(C)(C)C)OC (benzyl 6-bromo-2-tert-butyl-7-methoxy-2,4,6,7-tetrahydrospiro[indazole-5,4′-piperidine]-1′-carboxylate). Yield: 73.0%. Reaction SMILES: [C:1]([N:5]1[CH:28]=[C:27]2[C:7]([CH:8]=[CH:9][C:10]3([CH2:26]2)[CH2:15][CH2:14][N:13]([C:16]([O:18][CH2:19][C:20]2[CH:25]=[CH:24][CH:23]=[CH:22][CH:21]=2)=[O:17])[CH2:12][CH2:11]3)=[N:6]1)([CH3:4])([CH3:3])[CH3:2].[Br:29]N1C(=O)CCC1=O.CO.[O:39]1[CH2:43]CCC1>>[Br:29][CH:9]1[C:10]2([CH2:11][CH2:12][N:13]([C:16]([O:18][CH2:19][C:20]3[CH:21]=[CH:22][CH:23]=[CH:24][CH:25]=3)=[O:17])[CH2:14][CH2:15]2)[CH2:26][C:27]2[C:7](=[N:6][N:5]([C:1]([CH3:4])([CH3:2])[CH3:3])[CH:28]=2)[CH:8]1[O:39][CH3:43] |f:2.3|. Reported procedure: Benzyl 2-tert-butyl-2,4-dihydrospiro[indazole-5,4′-piperidine]-1′-carboxylate (560 mg, 1.48 mmol) was dissolved in a 20% methanol/tetrahydrofuran mixture (25 mL). N-bromosuccinimide (315 mg, 1.77 mmol) was added and the mixture was stirred for 30 minutes. The mixture was concentrated under reduced pressure. The resultant oil was partitioned between ethyl acetate (50 mL) and water (50 mL). The organic phase was dried over sodium sulfate, filtered and concentrated. The resultant oil was purified b...